From a dataset of the Open Reaction Database (ORD), a public repository of structured organic reaction records. describe an organic reaction: reactants, conditions, products, and yield Reactants: [I-], [K+], O=N[O-], NC(N)=O, CCc1cc(N)ccc1[N+](=O)[O-], [Na+], O, O=S(=O)(O)O. The product is CCc1cc(I)ccc1[N+](=O)[O-]. RXN SMILES: [I-:22].[K+:21].[N:13]([O-:14])=[O:15].[NH2:17][C:18](=[O:19])[NH2:20].[NH2:1][c:2]1[cH:3][cH:4][c:5]([N+:10](=[O:11])[O-:12])[c:6]([CH2:8][CH3:9])[cH:7]1.[Na+:16].[OH2:28].[S:23](=[O:24])(=[O:25])([OH:26])[OH:27]>>[c:2]1([I:22])[cH:3][cH:4][c:5]([N+:10](=[O:11])[O-:12])[c:6]([CH2:8][CH3:9])[cH:7]1. Reactants: [NH4+].[Cl-] (NH4Cl), C(CCCC)N1C(CC2=CC=CC=C12)=O (1-pentyl-1,3-dihydro-indol-2-one), BrCCBr (1,2-dibromoethane), [H-].[Na+] (sodium hydride). Solvent: CO (MeOH), CN(C=O)C (N,N-dimethylformamide). Run at temperature 15 celsius, time 1 hour. The product is C(CCCC)N1C(C2(C3=CC=CC=C13)CC2)=O (1′-Pentyl-spiro[cyclopropane-1,3′-indoline]-2′-one). Yield: 99.9%. As a reaction SMILES: [CH2:1]([N:6]1[C:14]2[C:9](=[CH:10][CH:11]=[CH:12][CH:13]=2)[CH2:8][C:7]1=[O:15])[CH2:2][CH2:3][CH2:4][CH3:5].Br[CH2:17][CH2:18]Br.[H-].[Na+].[NH4+].[Cl-]>CN(C)C=O.CO>[CH2:1]([N:6]1[C:14]2[C:9](=[CH:10][CH:11]=[CH:12][CH:13]=2)[C:8]2([CH2:18][CH2:17]2)[C:7]1=[O:15])[CH2:2][CH2:3][CH2:4][CH3:5] |f:2.3,4.5|. Procedure: To a solution of 1-pentyl-1,3-dihydro-indol-2-one (Farmaco, Ed. Sci. 1977, 32, 703-712) (22 g) and 1,2-dibromoethane (14.1 ml; 162 mmol) in dry N,N-dimethylformamide (180 ml) is added sodium hydride (60% in mineral oil, 13 g; 325 mmol) in small portions over a period of 15 min. The resulting mixture is stirred at 15° C. for 1 h. MeOH (50 ml) and saturated NH4Cl solution (200 ml) is added and the aqueous phase is extracted with Et2O. The combined organic layer is washed with water, brine and drie... Reactants: C(C)(C)[N-]C(C)C.[Li+] (lithium diisopropylamide), C(C)(=O)Cl (acetyl chloride), resultant mixture, C1(CC1)CCC(=O)N1C(OC[C@@H]1CC1=CC=CC=C1)=O ((4S)-3-(3-cyclopropyl-1-oxopropyl)-4-(phenylmethyl)-2-oxazolidinone). Run in C1CCOC1 (THF), C1CCOC1 (THF), C1CCOC1 (THF). Run at time 45 minute. The product is C1(CC1)C[C@@H](C(=O)N1C(OC[C@@H]1CC1=CC=CC=C1)=O)C(C)=O ((4S)-3-[2(R)-(Cyclopropylmethyl)-1,3-dioxobutyl]-4-(phenylmethyl)-2-oxazolidinone). Reaction SMILES: [CH:1]1([CH2:4][CH2:5][C:6]([N:8]2[C@@H:12]([CH2:13][C:14]3[CH:19]=[CH:18][CH:17]=[CH:16][CH:15]=3)[CH2:11][O:10][C:9]2=[O:20])=[O:7])[CH2:3][CH2:2]1.C([N-]C(C)C)(C)C.[Li+].[C:29](Cl)(=[O:31])[CH3:30]>C1COCC1>[CH:1]1([CH2:4][C@H:5]([C:29](=[O:31])[CH3:30])[C:6]([N:8]2[C@@H:12]([CH2:13][C:14]3[CH:19]=[CH:18][CH:17]=[CH:16][CH:15]=3)[CH2:11][O:10][C:9]2=[O:20])=[O:7])[CH2:2][CH2:3]1 |f:1.2|. Reported procedure: Under a nitrogen atmosphere, a solution of the (4S)-3-(3-cyclopropyl-1-oxopropyl)-4-(phenylmethyl)-2-oxazolidinone (6.01 g, 22.0 mmol, described in example 3) in anhydrous THF (10 mL) was added to a cold (-78°) stirred solution of lithium diisopropylamide (963 mg, 9.0 mmol) in anhydrous THF (10 mL). The mixture was stirred at -78° for 45 min and then transferred by cannula into a cold (-78°) solution of acetyl chloride (0.86 mL, 12 mmol) in anhydrous THF (5 mL). The resultant mixture was stirred... The reactants are NCC(O)c1cccc(Cl)c1, O=C1CCN(c2ccc(C=C3SC(N4CCOCC4)=NC3=O)cc2)CC1. Yields the product O=C1N=C(N2CCOCC2)SC1=Cc1ccc(N2CCC(NCC(O)c3cccc(Cl)c3)CC2)cc1. Reaction SMILES: [NH2:27][CH2:28][CH:29]([OH:30])[c:31]1[cH:32][c:33]([Cl:37])[cH:34][cH:35][cH:36]1.[O:1]1[CH2:2][CH2:3][N:4]([C:7]2=[N:11][C:10](=[O:12])[C:9](=[CH:13][c:14]3[cH:15][cH:16][c:17]([N:20]4[CH2:21][CH2:22][C:23](=[O:26])[CH2:24][CH2:25]4)[cH:18][cH:19]3)[S:8]2)[CH2:5][CH2:6]1>>[O:1]1[CH2:2][CH2:3][N:4]([C:7]2=[N:11][C:10](=[O:12])[C:9](=[CH:13][c:14]3[cH:15][cH:16][c:17]([N:20]4[CH2:21][CH2:22][CH:23]([NH:27][CH2:28][CH:29]([OH:30])[c:31]5[cH:32][c:33]([Cl:37])[cH:34][cH:35][cH:36]5)[CH2:24][CH2:25]4)[cH:18][cH:19]3)[S:8]2)[CH2:5][CH2:6]1. Starting materials: C(Cl)Cl (DCM), C([O-])([O-])=O.[Cs+].[Cs+] (cesium carbonate), BrC1=CC=2N(C=C1)C(=CN2)C(=O)NC=2C=C(C(=O)OC)C=CC2F (Methyl 3-(7-bromoimidazo[1,2-a]pyridine-3-carboxamido)-4-fluorobenzoate), C([O-])([O-])=O.[Na+].[Na+] (sodium carbonate), BrC1=CC=2N(C=C1)C(=CN2)C(=O)NC=2C=C(C(=O)OC)C=CC2F (Methyl 3-(7-bromoimidazo[1,2-a]pyridine-3-carboxamido)-4-fluorobenzoate), CN1N=CC(=C1)B(O)O (1-methyl-1H-pyrazol-4-ylboronic acid), C([O-])([O-])=O.[Na+].[Na+] (sodium carbonate). Reagents/catalysts: C1=CC=C(C=C1)P([C-]2C=CC=C2)C3=CC=CC=C3.C1=CC=C(C=C1)P([C-]2C=CC=C2)C3=CC=CC=C3.Cl[Pd]Cl.[Fe+2] (Pd(dppf)Cl2). The solvent is COCCOC (DME), O (water). Reaction conditions: temperature 100 celsius. Product: FC1=C(C=C(C(=O)O)C=C1)NC(=O)C1=CN=C2N1C=CC(=C2)C=2C=NN(C2)C (4-Fluoro-3-(7-(1-methyl-1H-pyrazol-4-yl)imidazo[1,2-a]pyridine-3-carboxamido)benzoic Acid). RXN SMILES: Br[C:2]1[CH:7]=[CH:6][N:5]2[C:8]([C:11]([NH:13][C:14]3[CH:15]=[C:16]([CH:21]=[CH:22][C:23]=3[F:24])[C:17]([O:19]C)=[O:18])=[O:12])=[CH:9][N:10]=[C:4]2[CH:3]=1.[CH3:25][N:26]1[CH:30]=[C:29](B(O)O)[CH:28]=[N:27]1.C(Cl)Cl.C(=O)([O-])[O-].[Cs+].[Cs+].C(=O)([O-])[O-].[Na+].[Na+]>COCCOC.O.C1C=CC(P(C2C=CC=CC=2)[C-]2C=CC=C2)=CC=1.C1C=CC(P(C2C=CC=CC=2)[C-]2C=CC=C2)=CC=1.Cl[Pd]Cl.[Fe+2]>[F:24][C:23]1[CH:22]=[CH:21][C:16]([C:17]([OH:19])=[O:18])=[CH:15][C:14]=1[NH:13][C:11]([C:8]1[N:5]2[CH:6]=[CH:7][C:2]([C:29]3[CH:28]=[N:27][N:26]([CH3:25])[CH:30]=3)=[CH:3][C:4]2=[N:10][CH:9]=1)=[O:12] |f:3.4.5,6.7.8,11.12.13.14|. Procedure details: A mixture comprising methyl 3-(7-bromoimidazo[1,2-a]pyridine-3-carboxamido)-4-fluorobenzoate (Intermediate 1A) (5.41 g, 13.79 mmol), 1-methyl-1H-pyrazol-4-ylboronic acid (1.911 g, 15.17 mmol), Pd(dppf)Cl2.DCM (1.127 g, 1.379 mmol) and cesium carbonate (13.48 g, 41.4 mmol) in DME (100 ml) and water (10 ml) was heated at 100° C. for 4 hrs. 3 equivalents of sodium carbonate were added and the mixture was heated to 100° C. for 6 hrs. A further 3 equivalents of sodium carbonate were added and the rea... Starting materials: N1CCNCC1 (piperazine), COC(=O)C1=CN(C2=CC(=C(C=C2C1=O)F)Cl)CC (1-ethyl-6-fluoro-7-chloro-4-oxo-1,4-dihydroquinoline-3-carboxylic acid methyl ester). The solvent is N1=CC=CC=C1 (pyridine). Reaction conditions: time 5 hour. Yields the product COC(=O)C1=CN(C2=CC(=C(C=C2C1=O)F)N1CCNCC1)CC (1-ethyl-6-fluoro-7-(1-piperazinyl)-4-oxo-1,4-dihydroquinoline-3-carboxylic acid methyl ester). Isolated yield 94.2%. As a reaction SMILES: [NH:1]1[CH2:6][CH2:5][NH:4][CH2:3][CH2:2]1.[CH3:7][O:8][C:9]([C:11]1[C:20](=[O:21])[C:19]2[C:14](=[CH:15][C:16](Cl)=[C:17]([F:22])[CH:18]=2)[N:13]([CH2:24][CH3:25])[CH:12]=1)=[O:10]>N1C=CC=CC=1>[CH3:7][O:8][C:9]([C:11]1[C:20](=[O:21])[C:19]2[C:14](=[CH:15][C:16]([N:1]3[CH2:6][CH2:5][NH:4][CH2:3][CH2:2]3)=[C:17]([F:22])[CH:18]=2)[N:13]([CH2:24][CH3:25])[CH:12]=1)=[O:10]. Reported procedure: A mixture of 1.7 g of anhydrous piperazine and 1.4 g of 1-ethyl-6-fluoro-7-chloro-4-oxo-1,4-dihydroquinoline-3-carboxylic acid methyl ester in 3 ml of pyridine was refluxed with stirring for 5 hrs. The reaction mixture was cooled to give crude crystals. The crude crystals were recrystallized from a mixture of methylene chloride and methanol to give 1.55 g (77.5% yield) of 1-ethyl-6-fluoro-7-(1-piperazinyl)-4-oxo-1,4-dihydroquinoline-3-carboxylic acid methyl ester. mp: 179°-181° C. Starting materials: [Br-].[Li+] (lithium bromide), C(C1=CC=CC=C1)(=O)OC[C@H]([C@H](CC=NOC)OC(C1=CC=CC=C1)=O)OS(=O)(=O)C1=C(C=C(C(=C1)Cl)Cl)Cl ((2R,3S)-5-(methoxyimino)-2-(((2,4,5-trichlorophenyl)sulfonyl)oxy)pentane-1,3-diyl dibenzoate), C(C)(=O)OCC (ethyl acetate), [Br-].[Li+] (lithium bromide). Solvent: O1CCCC1 (tetrahydrofuran), CN1C(N(CC1)C)=O (1,3-dimethyl-2-imidazolidinone). Run at temperature 50 celsius, time 3 hour. The product is C(C1=CC=CC=C1)(=O)OC[C@H]([C@H](CC=NOC)OC(C1=CC=CC=C1)=O)Br ((2R,3S)-2-bromo-5-(methoxyimino)pentane-1,3-diyl dibenzoate). The yield is 76.4%. Reaction SMILES: [Br-:1].[Li+].[C:3]([O:11][CH2:12][C@@H:13](OS(C1C=C(Cl)C(Cl)=CC=1Cl)(=O)=O)[C@@H:14]([O:20][C:21](=[O:28])[C:22]1[CH:27]=[CH:26][CH:25]=[CH:24][CH:23]=1)[CH2:15][CH:16]=[N:17][O:18][CH3:19])(=[O:10])[C:4]1[CH:9]=[CH:8][CH:7]=[CH:6][CH:5]=1.C(OCC)(=O)C>O1CCCC1.CN1CCN(C)C1=O>[C:3]([O:11][CH2:12][C@@H:13]([Br:1])[C@@H:14]([O:20][C:21](=[O:28])[C:22]1[CH:27]=[CH:26][CH:25]=[CH:24][CH:23]=1)[CH2:15][CH:16]=[N:17][O:18][CH3:19])(=[O:10])[C:4]1[CH:9]=[CH:8][CH:7]=[CH:6][CH:5]=1 |f:0.1|. Procedure: 1.52 g of lithium bromide was added to a solution of 8.97 g of (2R,3S)-5-(methoxyimino)-2-(((2,4,5-trichlorophenyl)sulfonyl)oxy)pentane-1,3-diyl dibenzoate in 17.9 mL of tetrahydrofuran and 16.1 mL of 1,3-dimethyl-2-imidazolidinone, and the obtained mixture was then stirred at 50° C. for 3 hours. Thereafter, ethyl acetate and a 25% lithium bromide aqueous solution were added to the reaction mixture. The organic layer was fractionated, and it was washed with a 13% lithium bromide aqueous solution...